This data is from the Open Reaction Database (ORD), a public repository of structured organic reaction records. The task is: describe an organic reaction: reactants, conditions, products, and yield The reactants are C(C)OC(=O)CCCCN1N=NC(=C1)\C=C\1/CN(CCC1=O)C(C1=CC=CC=C1)(C1=CC=CC=C1)C1=CC=CC=C1 ((E)-3-({1-[4-(Ethoxycarbonyl)butyl]-1H-1,2,3-triazol-4-yl}methylidene)-1-(triphenylmethyl)piperidin-4-one), [BH4-].[Na+] (sodium borohydride), Example 132 ( d ). The product is C(C)OC(=O)CCCCN1N=NC(=C1)\C=C\1/CN(CCC1O)C(C1=CC=CC=C1)(C1=CC=CC=C1)C1=CC=CC=C1 ((E)-3-({1-[4-(Ethoxycarbonyl)butyl]-1H-1,2,3-triazol-4-yl}methylidene)-1-(triphenylmethyl)piperidin-4-ol). Yield: 98.2%. RXN SMILES: [CH2:1]([O:3][C:4]([CH2:6][CH2:7][CH2:8][CH2:9][N:10]1[CH:14]=[C:13](/[CH:15]=[C:16]2\[CH2:17][N:18]([C:23]([C:36]3[CH:41]=[CH:40][CH:39]=[CH:38][CH:37]=3)([C:30]3[CH:35]=[CH:34][CH:33]=[CH:32][CH:31]=3)[C:24]3[CH:29]=[CH:28][CH:27]=[CH:26][CH:25]=3)[CH2:19][CH2:20][C:21]\2=[O:22])[N:12]=[N:11]1)=[O:5])[CH3:2].[BH4-].[Na+]>>[CH2:1]([O:3][C:4]([CH2:6][CH2:7][CH2:8][CH2:9][N:10]1[CH:14]=[C:13](/[CH:15]=[C:16]2\[CH2:17][N:18]([C:23]([C:36]3[CH:37]=[CH:38][CH:39]=[CH:40][CH:41]=3)([C:30]3[CH:31]=[CH:32][CH:33]=[CH:34][CH:35]=3)[C:24]3[CH:25]=[CH:26][CH:27]=[CH:28][CH:29]=3)[CH2:19][CH2:20][CH:21]\2[OH:22])[N:12]=[N:11]1)=[O:5])[CH3:2] |f:1.2|. Procedure details: (E)-3-({1-[4-(Ethoxycarbonyl)butyl]-1H-1,2,3-triazol-4-yl}methylidene)-1-(triphenylmethyl)piperidin-4-one (18.87 g) was allowed to react with sodium borohydride (1.32 g) in a similar manner to that described in Example 132 (d). The crude product obtained by extraction was purified by chromatography on silica gel using a mixture of ethyl acetate and hexane (4:6 to 6:4), followed by a mixture of methanol and dichloromethane (5:9 to 10:90) as eluents to afford the title compound as a pale brown amo... The reactants are O=Cc1ccc(Br)cc1F, CC(=O)O[BH-](OC(C)=O)OC(C)=O, ClCCCl, OC1CCNC1, [Na+]. Product: OC1CCN(Cc2ccc(Br)cc2F)C1. RXN SMILES: [Br:1][c:2]1[cH:3][c:4]([F:10])[c:5]([CH:6]=[O:7])[cH:8][cH:9]1.[C:17]([O:18][BH-:19]([O:20][C:21](=[O:22])[CH3:23])[O:24][C:25](=[O:26])[CH3:27])(=[O:28])[CH3:29].[Cl:31][CH2:32][CH2:33][Cl:34].[NH:11]1[CH2:12][CH:13]([OH:16])[CH2:14][CH2:15]1.[Na+:30]>>[Br:1][c:2]1[cH:3][c:4]([F:10])[c:5]([CH2:6][N:11]2[CH2:12][CH:13]([OH:16])[CH2:14][CH2:15]2)[cH:8][cH:9]1. Product: CC(C)(C)OC(=O)N1CCC(Oc2ncc(N)c3ccccc23)CC1. Reactants: CC(C)(C)OC(=O)N1CCC(Oc2ncc([N+](=O)[O-])c3ccccc23)CC1, C1CCOC1, CO, CCO, ClCCl. As a reaction SMILES: [C:1]([CH3:2])([CH3:3])([CH3:4])[O:5][C:6](=[O:7])[N:8]1[CH2:9][CH2:10][CH:11]([O:14][c:15]2[n:16][cH:17][c:18]([N+:25]([O-:26])=[O:27])[c:19]3[cH:20][cH:21][cH:22][cH:23][c:24]23)[CH2:12][CH2:13]1.[CH2:33]1[O:34][CH2:35][CH2:36][CH2:37]1.[CH3:28][OH:29].[CH3:38][CH2:39][OH:40].[Cl:30][CH2:31][Cl:32]>>[C:1]([CH3:2])([CH3:3])([CH3:4])[O:5][C:6](=[O:7])[N:8]1[CH2:9][CH2:10][CH:11]([O:14][c:15]2[n:16][cH:17][c:18]([NH2:25])[c:19]3[cH:20][cH:21][cH:22][cH:23][c:24]23)[CH2:12][CH2:13]1. As a reaction SMILES: [F:1][C:2]([F:7])([F:6])[C:3]([NH2:5])=[O:4].[H-].[Na+].[N+:10]([C:13]1[CH:14]=[CH:15][C:16]2[O:21][C:20]([CH3:23])([CH3:22])[C:19]([CH2:24]Br)=[CH:18][C:17]=2[CH:26]=1)([O-:12])=[O:11].O>CN(C)C=O.C(OCC)(=O)C>[N+:10]([C:13]1[CH:14]=[CH:15][C:16]2[O:21][C:20]([CH3:22])([CH3:23])[C:19]([CH2:24][NH:5][C:3](=[O:4])[C:2]([F:7])([F:6])[F:1])=[CH:18][C:17]=2[CH:26]=1)([O-:12])=[O:11] |f:1.2|. The solvent is CN(C=O)C (dimethylformamide), CN(C=O)C (dimethylformamide), C(C)(=O)OCC (ethyl acetate). The product is [N+](=O)([O-])C=1C=CC2=C(C=C(C(O2)(C)C)CNC(C(F)(F)F)=O)C1 (6-nitro-2,2-dimethyl-3-(trifluoroacetamido)methyl-2H-1-benzopyran). Starting materials: FC(C(=O)N)(F)F (2,2,2-trifluoroacetamide), [H-].[Na+] (sodium hydride), O (Water), [N+](=O)([O-])C=1C=CC2=C(C=C(C(O2)(C)C)CBr)C1 (6-nitro-2,2-dimethyl-3-bromomethyl-2H-1-benzopyran). Reported procedure: 2,2,2-trifluoroacetamide (0.53 g, 4.7 mmol) in dimethylformamide (2 ml) was added dropwise to a suspension of sodium hydride (80%, 1.4 g, 4.7 mmol) in dimethylformamide (2 ml). After one hour at room temperature 6-nitro-2,2-dimethyl-3-bromomethyl-2H-1-benzopyran (1.4 g, 4.7 mmol) was added and the mixture heated at 70° C. for eighteen hours. Water and ethyl acetate were added to the cooled solution and the organic phase separated and evaporated to give 0.51 g of 6-nitro-2,2-dimethyl-3-(trifluoro... Conditions: temperature 70 celsius. Isolated yield 32.9%. RXN SMILES: [C:15]([O:16][CH:17]([CH3:18])[CH3:19])(=[O:20])[CH3:21].[CH3:1][Si:2]([c:3]1[nH:4][c:5]2[cH:6][cH:7][cH:8][cH:9][c:10]2[cH:11]1)([CH3:12])[CH3:13].[CH3:23][OH:24].[ClH:14].[OH2:22]>>[cH:3]1[nH:4][c:5]2[cH:6][cH:7][cH:8][cH:9][c:10]2[cH:11]1. The reactants are CC(=O)OC(C)C, C[Si](C)(C)c1cc2ccccc2[nH]1, CO, Cl, O. The product is c1ccc2[nH]ccc2c1. The reactants are ClCCCN1CCCC1 (1-(3-chloropropyl)pyrrolidine), OC1=C(C=C2C=NC=NC2=C1)OC (7-hydroxy-6-methoxyquinazoline), C([O-])([O-])=O.[K+].[K+] (potassium carbonate). Solvent: CN(C)C=O (DMF). Run at temperature 100 celsius, time 30 minute. Yields the product O.Cl.N1=CN=CC2=CC=CC=C12 (quinazoline hydrochloride hydrate). The yield is 188.4%. As a reaction SMILES: [Cl:1]CCCN1CCCC1.[OH:10][C:11]1[CH:20]=[C:19]2[C:14]([CH:15]=[N:16][CH:17]=[N:18]2)=[CH:13][C:12]=1OC.C(=O)([O-])[O-].[K+].[K+]>CN(C=O)C>[OH2:10].[ClH:1].[N:18]1[C:19]2[C:14](=[CH:13][CH:12]=[CH:11][CH:20]=2)[CH:15]=[N:16][CH:17]=1 |f:2.3.4,6.7.8|. Procedure: A solution of 1-(3-chloropropyl)pyrrolidine (230 mg, 0.96 mmol) was added to 44-chloro-2-fluoroanilino)-7-hydroxy-6-methoxyquinazoline (295 mg, 0.92 mmol), (prepared as described for the starting material in Example 2), and potassium carbonate (130 mg, 0.94 mmol) in DMF (8 ml). The mixture was heated at 100° C. for 90 minutes and allowed to cool. The volatiles were removed by evaporation and the residues were partitioned between water and methylene chloride. The organic phase was separated and p...